Dataset: the Open Reaction Database (ORD), a public repository of structured organic reaction records. Task: describe an organic reaction: reactants, conditions, products, and yield Reactants: NC1=C(C(=NN1)NC1=CC(=CC=C1)Cl)C(=O)N (5-amino-3-((3-chlorophenyl)amino)-1H-pyrazole-4-carboxamide), FC(OC1=C(C=C(C=O)C=C1)O)F (4-(difluoromethoxy)-3-hydroxybenzaldehyde). Reagents/catalysts: N1CCCCC1 (piperidine). Run in CCO (EtOH). Product: C(C)(C)(C)C1=CC=C(C=C1)NC1=C(C(=NN1)N=CC1=CC=C(C=C1)O)C#N (5-((4-(tert-butyl)phenyl)amino)-3-((4-hydroxybenzylidene)amino)-1H-pyrazole-4-carbonitrile). RXN SMILES: [NH2:1][C:2]1[NH:6][N:5]=[C:4]([NH:7][C:8]2[CH:13]=[CH:12][CH:11]=[C:10](Cl)[CH:9]=2)[C:3]=1[C:15]([NH2:17])=O.FC(F)[O:20][C:21]1[CH:28]=[CH:27][C:24]([CH:25]=O)=[CH:23][C:22]=1O>CCO.N1CCCCC1>[C:3]([C:11]1[CH:12]=[CH:13][C:8]([NH:7][C:4]2[NH:5][N:6]=[C:2]([N:1]=[CH:25][C:24]3[CH:27]=[CH:28][C:21]([OH:20])=[CH:22][CH:23]=3)[C:3]=2[C:15]#[N:17])=[CH:9][CH:10]=1)([CH3:15])([CH3:4])[CH3:2]. Procedure: 5-amino-3-((3-chlorophenyl)amino)-1H-pyrazole-4-carboxamide was then suspended in EtOH and 4-(difluoromethoxy)-3-hydroxybenzaldehyde (1 eq.) and piperidine (1 drop) were added. Stirred at reflux until intermediate was absent (HPLC). After reaction was complete (18 hrs) it was brought to room temperature and filtered to obtain product as a yellow powder. Powder was washed with EtOH. Product was allowed to dry under vacuum for 1 hr. Reactants: NCC1N(CC2C1CCC2)C(=O)C2=C(C=CC(=C2)C)N2N=CC=N2 ((1-(aminomethyl)hexahydrocyclopenta[c]pyrrol-2(1H)-yl)(5-methyl-2-(2H-1,2,3-triazol-2-yl)phenyl)methanone), ClC=1OC2=C(N1)C=C(C=C2)Cl (2,5-dichlorobenzoxazole). Product: ClC=1C=CC2=C(N=C(O2)NCC2N(CC3C2CCC3)C(=O)C3=C(C=CC(=C3)C)N3N=CC=N3)C1 ((1-(((5-Chlorobenzo[d]oxazol-2-yl)amino)methyl)hexahydrocyclopenta[c]pyrrol-2(1H)-yl)(5-methyl-2-(2H-1,2,3-triazol-2-yl)phenyl)methanone). RXN SMILES: [NH2:1][CH2:2][CH:3]1[CH:7]2[CH2:8][CH2:9][CH2:10][CH:6]2[CH2:5][N:4]1[C:11]([C:13]1[CH:18]=[C:17]([CH3:19])[CH:16]=[CH:15][C:14]=1[N:20]1[N:24]=[CH:23][CH:22]=[N:21]1)=[O:12].Cl[C:26]1[O:27][C:28]2[CH:34]=[CH:33][C:32]([Cl:35])=[CH:31][C:29]=2[N:30]=1>>[Cl:35][C:32]1[CH:33]=[CH:34][C:28]2[O:27][C:26]([NH:1][CH2:2][CH:3]3[CH:7]4[CH2:8][CH2:9][CH2:10][CH:6]4[CH2:5][N:4]3[C:11]([C:13]3[CH:18]=[C:17]([CH3:19])[CH:16]=[CH:15][C:14]=3[N:20]3[N:24]=[CH:23][CH:22]=[N:21]3)=[O:12])=[N:30][C:29]=2[CH:31]=1. Procedure details: The title compound was prepared following the same general protocol as described for Example A2 using (1-(aminomethyl)hexahydrocyclopenta[c]pyrrol-2(1H)-yl)(5-methyl-2-(2H-1,2,3-triazol-2-yl)phenyl)methanone and 2,5-dichlorobenzoxazole. MS (ESI) 477 (M+H). Reactants: Ic1ccc(-c2ccc(OC3CN4CCC3CC4)cc2)cc1, Nc1ccccc1. Product: c1ccc(Nc2ccc(-c3ccc(OC4CN5CCC4CC5)cc3)cc2)cc1. RXN SMILES: [I:1][c:2]1[cH:3][cH:4][c:5](-[c:8]2[cH:9][cH:10][c:11]([O:14][CH:15]3[CH2:16][N:17]4[CH2:18][CH2:19][CH:20]3[CH2:21][CH2:22]4)[cH:12][cH:13]2)[cH:6][cH:7]1.[NH2:23][c:24]1[cH:25][cH:26][cH:27][cH:28][cH:29]1>>[c:2]1([NH:23][c:24]2[cH:25][cH:26][cH:27][cH:28][cH:29]2)[cH:3][cH:4][c:5](-[c:8]2[cH:9][cH:10][c:11]([O:14][CH:15]3[CH2:16][N:17]4[CH2:18][CH2:19][CH:20]3[CH2:21][CH2:22]4)[cH:12][cH:13]2)[cH:6][cH:7]1. The reactants are CCCBr, Cc1ccccc1, Cc1ccc2ccccc2c1CCl. Product: CCCCc1c(C)ccc2ccccc12. Reaction SMILES: [CH2:14]([CH2:15][CH3:16])[Br:17].[CH3:18][c:19]1[cH:20][cH:21][cH:22][cH:23][cH:24]1.[Cl:1][CH2:2][c:3]1[c:4]([CH3:13])[cH:5][cH:6][c:7]2[cH:8][cH:9][cH:10][cH:11][c:12]12>>[CH2:2]([c:3]1[c:4]([CH3:13])[cH:5][cH:6][c:7]2[cH:8][cH:9][cH:10][cH:11][c:12]12)[CH2:14][CH2:15][CH3:16]. Starting materials: [H-].[Na+] (sodium hydride), [N+](=O)([O-])C1=C(C#N)C(=CC=C1)[N+](=O)[O-] (2,6-dinitrobenzonitrile), alcohol, O(C1=CC=CC=C1)CCO (2-Phenoxyethanol), dimethylsulfoxy sodium. Solvent: CS(=O)C (dimethylsulfoxide), CS(=O)C (dimethylsulfoxide). Product: [N+](=O)([O-])C1=C(C#N)C(=CC=C1)OCCOC1=CC=CC=C1 (2-nitro-6(2-phenoxyethyoxy)-benzonitrile). The yield is 99.7%. Reaction SMILES: [O:1]([CH2:8][CH2:9][OH:10])[C:2]1[CH:7]=[CH:6][CH:5]=[CH:4][CH:3]=1.[H-].[Na+].[N+]([C:16]1[CH:23]=[CH:22][CH:21]=[C:20]([N+:24]([O-:26])=[O:25])[C:17]=1[C:18]#[N:19])([O-])=O>CS(C)=O>[N+:24]([C:20]1[CH:21]=[CH:22][CH:23]=[C:16]([O:10][CH2:9][CH2:8][O:1][C:2]2[CH:7]=[CH:6][CH:5]=[CH:4][CH:3]=2)[C:17]=1[C:18]#[N:19])([O-:26])=[O:25] |f:1.2|. Procedure details: 2-Phenoxyethanol (4.15 ml, 0.033 mole) is added to dimethylsulfoxy sodium prepared from 1.39 g of 57 percent sodium hydride and 40 ml dimethylsulfoxide, giving a mixture of the solid salt of the alcohol after about 20 minutes. This mixture is added to a solution of 5.8 g (0.030 mole) 2,6-dinitrobenzonitrile in 20 ml of dimethylsulfoxide at 30°-40°C., and the resulting purple solution is stirred over night at room temperature. The solvent is removed at 70°C. on a rotary evaporator, and the residu... Starting materials: CCN(C(C)C)C(C)C, Cc1c(CCl)sc2c(=O)c(C(=O)NCc3ccc(Cl)cc3)cn(C)c12, CNCC(O)c1ccc2c(c1)OCCO2, CN(C)C=O, O. Yields the product Cc1c(CN(C)CC(O)c2ccc3c(c2)OCCO3)sc2c(=O)c(C(=O)NCc3ccc(Cl)cc3)cn(C)c12. As a reaction SMILES: [CH:41]([N:42]([CH:43]([CH3:44])[CH3:45])[CH2:46][CH3:47])([CH3:48])[CH3:49].[Cl:1][c:2]1[cH:3][cH:4][c:5]([CH2:6][NH:7][C:8](=[O:9])[c:10]2[c:11](=[O:23])[c:12]3[c:13]([n:14]([CH3:16])[cH:15]2)[c:17]([CH3:22])[c:18]([CH2:20][Cl:21])[s:19]3)[cH:24][cH:25]1.[O:26]1[CH2:27][CH2:28][O:29][c:30]2[c:31]1[cH:32][cH:33][c:34]([CH:36]([CH2:37][NH:38][CH3:39])[OH:40])[cH:35]2.[O:50]=[CH:51][N:52]([CH3:53])[CH3:54].[OH2:55]>>[Cl:1][c:2]1[cH:3][cH:4][c:5]([CH2:6][NH:7][C:8](=[O:9])[c:10]2[c:11](=[O:23])[c:12]3[c:13]([n:14]([CH3:16])[cH:15]2)[c:17]([CH3:22])[c:18]([CH2:20][N:38]([CH2:37][CH:36]([c:34]2[cH:33][cH:32][c:31]4[c:30]([cH:35]2)[O:29][CH2:28][CH2:27][O:26]4)[OH:40])[CH3:39])[s:19]3)[cH:24][cH:25]1. Starting materials: O (Water), N#N (N2), BrC1=NC=CC(=C1)C=O (2-bromo-pyridine-4-carbaldehyde), [BH4-].[Na+] (NaBH4). The solvent is CO (MeOH). Conditions: time 1 hour. The product is BrC1=NC=CC(=C1)CO ((2-Bromo-pyridin-4-yl)-methanol). RXN SMILES: N#N.[Br:3][C:4]1[CH:9]=[C:8]([CH:10]=[O:11])[CH:7]=[CH:6][N:5]=1.[BH4-].[Na+].O>CO>[Br:3][C:4]1[CH:9]=[C:8]([CH2:10][OH:11])[CH:7]=[CH:6][N:5]=1 |f:2.3|. Reported procedure: In a flame dried round-bottomed flask equipped with a magnetic stir bar and under inert atmosphere (N2), 2-bromo-pyridine-4-carbaldehyde (904 mg, 4.86 mmol) was dissolved in MeOH (10 mL). NaBH4 (236 mg, 5.99 mmol) was added portionwise at 0° C. and the reaction mixture stirred at rt for 1 h. Water (10 mL) was added and the mixture extracted with EA (3×20 mL). The combined org. extracts were dried over Na2SO4, filtered, and the solvents were removed under reduced pressure to give the title compou... Starting materials: C1(CCCCC1)N=C=NC1CCCCC1 (Dicyclohexylcarbodiimide), C(C1=CC=CC=C1)O[C@H]1C(O)O[C@@H]([C@H]([C@@H]1OCC1=CC=CC=C1)OCC1=CC=CC=C1)COCC1=CC=CC=C1 (2,3,4,6-tetra-O-benzyl-D-glucopyranose), C(CC(=O)O)(=O)OCC(Cl)(Cl)Cl (2,2,2-trichloroethyl hydrogen malonate), N1=CC=CC=C1 (pyridine). The solvent is C(Cl)Cl (methylene chloride), CCOCC (ether). Conditions: time 1 hour. Product: C(CC(=O)OCC(Cl)(Cl)Cl)(=O)OC1[C@H](OCC2=CC=CC=C2)[C@@H](OCC2=CC=CC=C2)[C@H](OCC2=CC=CC=C2)[C@H](O1)COCC1=CC=CC=C1 (2,3,4,6-tetra-O-benzyl-D-glucopyranosyl 2,2,2-trichloroethyl malonate). Yield: 87.1%. As a reaction SMILES: C1(N=C=NC2CCCCC2)CCCCC1.[CH2:16]([O:23][C@@H:24]1[C@@H:30]([O:31][CH2:32][C:33]2[CH:38]=[CH:37][CH:36]=[CH:35][CH:34]=2)[C@H:29]([O:39][CH2:40][C:41]2[CH:46]=[CH:45][CH:44]=[CH:43][CH:42]=2)[C@@H:28]([CH2:47][O:48][CH2:49][C:50]2[CH:55]=[CH:54][CH:53]=[CH:52][CH:51]=2)[O:27][CH:25]1[OH:26])[C:17]1[CH:22]=[CH:21][CH:20]=[CH:19][CH:18]=1.[C:56]([O:62][CH2:63][C:64]([Cl:67])([Cl:66])[Cl:65])(=[O:61])[CH2:57][C:58](O)=[O:59].N1C=CC=CC=1>C(Cl)Cl.CCOCC>[C:58]([O:26][CH:25]1[O:27][C@H:28]([CH2:47][O:48][CH2:49][C:50]2[CH:51]=[CH:52][CH:53]=[CH:54][CH:55]=2)[C@@H:29]([O:39][CH2:40][C:41]2[CH:42]=[CH:43][CH:44]=[CH:45][CH:46]=2)[C@H:30]([O:31][CH2:32][C:33]2[CH:38]=[CH:37][CH:36]=[CH:35][CH:34]=2)[C@H:24]1[O:23][CH2:16][C:17]1[CH:18]=[CH:19][CH:20]=[CH:21][CH:22]=1)(=[O:59])[CH2:57][C:56]([O:62][CH2:63][C:64]([Cl:66])([Cl:65])[Cl:67])=[O:61]. Procedure: Dicyclohexylcarbodiimide (305 mg, 1.47 mmol) was added to a solution of 2,3,4,6-tetra-O-benzyl-D-glucopyranose (810 mg, 1.5 mmol), 2,2,2-trichloroethyl hydrogen malonate (330 mg, 1.4 mmol) and pyridine (196 mg, 2.48 mmol) in dry methylene chloride (6 mL). A white precipitate appeared almost immediately and a slight temperature increase was noticed. The mixture was stirred further for one hour, then diluted with ether (10 mL) and filtered. The solid was washed with ether (2×5 mL) and the filtrate... Reactants: C1(=CC=CC=C1)C1(OC(N2C1CNCC2)=O)C2=CC=CC=C2 (hexahydro-1,1-diphenyl-3H-oxazolo[3,4-a]pyrazin-3-one), N1=CC=CC=C1 (pyridine), FC1=CC=C(C=C1)/C=C/S(=O)(=O)Cl ((E)-2-(4-fluorophenyl)vinylsulfonyl chloride). Procedure: To a solution of hexahydro-1,1-diphenyl-3H-oxazolo[3,4-a]pyrazin-3-one (50 mg, 0.17 mmol) in chloroform (2 mL) were sequentially added pyridine (0.5 mL) and (E)-2-(4-fluorophenyl)vinylsulfonyl chloride (43 mg, 0.24 mmol), and the mixture was stirred at room temperature for 2 hours. The reaction solution was concentrated under reduced pressure. The residue was purified with silica gel column chromatography (hexane:ethyl acetate=1:1) and crystallized from diisopropyl ether to obtain the title comp... The yield is 33.2%. Reaction SMILES: [C:1]1([C:7]2([C:17]3[CH:22]=[CH:21][CH:20]=[CH:19][CH:18]=3)[CH:11]3[CH2:12][NH:13][CH2:14][CH2:15][N:10]3[C:9](=[O:16])[O:8]2)[CH:6]=[CH:5][CH:4]=[CH:3][CH:2]=1.N1C=CC=CC=1.[F:29][C:30]1[CH:35]=[CH:34][C:33](/[CH:36]=[CH:37]/[S:38](Cl)(=[O:40])=[O:39])=[CH:32][CH:31]=1>C(Cl)(Cl)Cl>[F:29][C:30]1[CH:31]=[CH:32][C:33](/[CH:36]=[CH:37]/[S:38]([N:13]2[CH2:14][CH2:15][N:10]3[C:9](=[O:16])[O:8][C:7]([C:1]4[CH:6]=[CH:5][CH:4]=[CH:3][CH:2]=4)([C:17]4[CH:18]=[CH:19][CH:20]=[CH:21][CH:22]=4)[CH:11]3[CH2:12]2)(=[O:40])=[O:39])=[CH:34][CH:35]=1. Run in C(Cl)(Cl)Cl (chloroform). Product: FC1=CC=C(C=C1)/C=C/S(=O)(=O)N1CC2N(CC1)C(OC2(C2=CC=CC=C2)C2=CC=CC=C2)=O (7-[[(E)-2-(4-Fluorophenyl)ethenyl]sulfonyl]-hexahydro-1,1-diphenyl-3H-oxazolo[3,4-a]pyrazin-3-one). Reaction conditions: time 2 hour. Reactants: COC(=O)CCCOc1cc(OC)cc(C(=O)NC2CCN(C(=O)OC(C)(C)C)CC2)c1, [BH3-]C#N, CCOc1cc(C=O)cc(OCC)c1F, CCN(C(C)C)C(C)C, COC(=O)CCCOc1cc(OC)cc(C(=O)NC2CCNCC2)c1, CCO, CC(=O)O, [Na+]. Product: CCOc1cc(CN2CCC(NC(=O)c3cc(OC)cc(OCCCC(=O)OC)c3)CC2)cc(OCC)c1F. RXN SMILES: [C:26]([O:27][C:28]([N:29]1[CH2:30][CH2:31][CH:32]([NH:33][C:34](=[O:35])[c:36]2[cH:37][c:38]([O:39][CH2:40][CH2:41][CH2:42][C:43]([O:44][CH3:45])=[O:46])[cH:47][c:48]([O:49][CH3:50])[cH:51]2)[CH2:52][CH2:53]1)=[O:54])([CH3:55])([CH3:56])[CH3:57].[C:73]([BH3-:74])#[N:75].[CH2:58]([CH3:59])[O:60][c:61]1[cH:62][c:63]([CH:64]=[O:65])[cH:66][c:67]([O:70][CH2:71][CH3:72])[c:68]1[F:69].[CH2:77]([N:78]([CH:79]([CH3:80])[CH3:81])[CH:82]([CH3:83])[CH3:84])[CH3:85].[CH3:1][O:2][C:3]([CH2:4][CH2:5][CH2:6][O:7][c:8]1[cH:9][c:10]([O:23][CH3:24])[cH:11][c:12]([C:14]([NH:15][CH:16]2[CH2:17][CH2:18][NH:19][CH2:20][CH2:21]2)=[O:22])[cH:13]1)=[O:25].[CH3:86][CH2:87][OH:88].[CH3:89][C:90](=[O:91])[OH:92].[Na+:76]>>[CH3:1][O:2][C:3]([CH2:4][CH2:5][CH2:6][O:7][c:8]1[cH:9][c:10]([O:23][CH3:24])[cH:11][c:12]([C:14]([NH:15][CH:16]2[CH2:17][CH2:18][N:19]([CH2:64][c:63]3[cH:62][c:61]([O:60][CH2:58][CH3:59])[c:68]([F:69])[c:67]([O:70][CH2:71][CH3:72])[cH:66]3)[CH2:20][CH2:21]2)=[O:22])[cH:13]1)=[O:25].